This data is from the Open Reaction Database (ORD), a public repository of structured organic reaction records. The task is: describe an organic reaction: reactants, conditions, products, and yield Reactants: O=C([O-])[O-], CN(C)C=O, C=C(C)CCl, COc1cc(C=O)cc(I)c1O, [K+], [K+]. The product is C=C(C)COc1c(I)cc(C=O)cc1OC. RXN SMILES: [C:18](=[O:19])([O-:20])[O-:21].[CH3:24][N:25]([CH3:26])[CH:27]=[O:28].[Cl:13][CH2:14][C:15](=[CH2:16])[CH3:17].[I:1][c:2]1[c:3]([OH:12])[c:4]([O:10][CH3:11])[cH:5][c:6]([CH:7]=[O:8])[cH:9]1.[K+:22].[K+:23]>>[I:1][c:2]1[c:3]([O:12][CH2:16][C:15](=[CH2:14])[CH3:17])[c:4]([O:10][CH3:11])[cH:5][c:6]([CH:7]=[O:8])[cH:9]1. Starting materials: C[Mg]Br (methylmagnesium bromide), BrC1=CC(=C(C=C1)CO)Cl ((4-bromo-2-chlorophenyl)methanol), [Cl-].[NH4+] (ammonium chloride). The solvent is O1CCCC1 (tetrahydrofuran). Reaction conditions: temperature 25 celsius, time 3 hour. The product is BrC1=CC(=C(C=C1)C(C)O)Cl (1-(4-bromo-2-chlorophenyl)ethanol). Isolated yield 80.1%. As a reaction SMILES: [CH3:1][Mg]Br.[Br:4][C:5]1[CH:10]=[CH:9][C:8]([CH2:11][OH:12])=[C:7]([Cl:13])[CH:6]=1.[Cl-].[NH4+]>O1CCCC1>[Br:4][C:5]1[CH:10]=[CH:9][C:8]([CH:11]([OH:12])[CH3:1])=[C:7]([Cl:13])[CH:6]=1 |f:2.3|. Procedure details: A solution of methylmagnesium bromide (4.8 mL, 3M, 14.4 mmol) was added dropwise to the solution of (4-bromo-2-chlorophenyl)methanol (1.52 g, 7.0 mmol) in tetrahydrofuran at −40° C. Then the mixture was stirred at 25° C. for 3 hrs. Saturated ammonium chloride solution (10 mL) was added to the mixture. The mixture was concentrated to give a residue. The residue was purified by column chromatography (silica gel, petroleum ether/ethyl acetate=1:1) to give 1-(4-bromo-2-chlorophenyl)ethanol as a whit... The reactants are FC1=C(C=C(C=C1)B(O)O)C (4-fluoro-3-methylphenylboronic acid), BrC1=C(C(=O)OC)C=C(C=C1)F (methyl 2-bromo-5-fluorobenzoate), tetrakis (triphenylphosphine) palladium(O), C([O-])([O-])=O.[Na+].[Na+] (sodium carbonate), [OH-].[NH4+] (ammonium hydroxide), C([O-])([O-])=O.[Na+].[Na+] (sodium carbonate). Solvent: C(C)O (ethanol), C1(=CC=CC=C1)C (toluene), O (water). The product is CC=1C=C(C=CC1F)C1=C(C(=O)OC)C=C(C=C1)F (Methyl 2-(3-methyl-4-fluorophenyl)-5-fluorobenzoate). Yield: 98.7%. As a reaction SMILES: [F:1][C:2]1[CH:7]=[CH:6][C:5](B(O)O)=[CH:4][C:3]=1[CH3:11].Br[C:13]1[CH:22]=[CH:21][C:20]([F:23])=[CH:19][C:14]=1[C:15]([O:17][CH3:18])=[O:16].C(=O)([O-])[O-].[Na+].[Na+].[OH-].[NH4+]>O.C(O)C.C1(C)C=CC=CC=1>[CH3:11][C:3]1[CH:4]=[C:5]([C:13]2[CH:22]=[CH:21][C:20]([F:23])=[CH:19][C:14]=2[C:15]([O:17][CH3:18])=[O:16])[CH:6]=[CH:7][C:2]=1[F:1] |f:2.3.4,5.6|. Procedure details: A mixture of 4-fluoro-3-methylphenylboronic acid (6.5 g, 42.5 mmol), methyl 2-bromo-5-fluorobenzoate (10.0 g, 42.9 mmol), tetrakis (triphenylphosphine) palladium(O) (1.0 g, 0.87 mmol, 0.2 eq), toluene (100 mL), 2M aqueous sodium carbonate (50 mL) and ethanol (25 mL) was refluxed for 9 h. The reaction mixture was then poured into 50 mL each of concentrated ammonium hydroxide, 2M aqueous sodium carbonate, and water, the organic phase was separated, and the aqueous was extracted with ethyl acetate.... Procedure: Ethyl 2-(4-fluorophenyl)-3-oxo-3-(4-(2-acetamido)-pyridyl))-propionate: A solution of 2-chloroisonicotinic acid (25.0 g, 0.16 mol) in 65 mL of concentrated ammonium hydroxide was warmed to 205 Celsius in a steel bomb for 72 h. After cooling to 23 C., the solution was acidified to a pH of 1 using 6N HCl and subsequently filtered to remove unreacted starting material. The solution was concentrated to one fourth the original volume (approx 200 mL) in vacuo, and carefully adjusted to a pH of 6 using... The product is NC=1C=C(C(=O)OCC)C=CN1 (ethyl 2-aminoisonicotinate). Reaction SMILES: C([O-])(=O)[CH2:2][CH3:3].Cl[C:7]1[CH:8]=[C:9]([CH:13]=[CH:14][N:15]=1)[C:10]([OH:12])=[O:11].Cl.[OH-].[NH4+:18]>>[NH2:18][C:7]1[CH:8]=[C:9]([CH:13]=[CH:14][N:15]=1)[C:10]([O:12][CH2:2][CH3:3])=[O:11] |f:3.4|. The reactants are Cl (HCl), C(CC)(=O)[O-] (propionate), ClC=1C=C(C(=O)O)C=CN1 (2-chloroisonicotinic acid), steel, [OH-].[NH4+] (ammonium hydroxide). Reaction conditions: time 20 hour. The reactants are C(C1=CC=CC=C1)(=O)O[C@@H]1CN(C[C@@H](C1)O[Si](C)(C)C(C)(C)C)C(=O)OCC1=CC=CC=C1 ((3S,5R)-benzyl 3-(benzoyloxy)-5-(tert-butyl-dimethylsilyloxy)-piperidine-1-carboxylate), Cl (HCl), C(C)(C)O (isopropanol). Reaction conditions: time 3 hour. Reported procedure: To a solution of (3S,5R)-benzyl 3-(benzoyloxy)-5-(tert-butyl-dimethylsilyloxy)-piperidine-1-carboxylate (1 eq) in 30 mL of methanol was added 3.8M HCl in isopropanol (4 eq). The reaction mixture was allowed to stand at room temperature for 3 hours at which point it was concentrated under reduced pressure. The resulting residue was diluted with 120 mL of EtOAc, washed with sat. aq. sodium bicarbonate, brine, then dried over anhydrous MgSO4, filtered, and concentrated in vacuo. The crude residue w... The product is C(C1=CC=CC=C1)(=O)O[C@@H]1CN(C[C@@H](C1)O)C(=O)OCC1=CC=CC=C1 ((3S,5R)-benzyl 3-(benzoyloxy)-5-hydroxypiperidine-1-carboxylate). The yield is 95.0%. Solvent: CO (methanol). RXN SMILES: [C:1]([O:9][C@H:10]1[CH2:15][C@@H:14]([O:16][Si](C(C)(C)C)(C)C)[CH2:13][N:12]([C:24]([O:26][CH2:27][C:28]2[CH:33]=[CH:32][CH:31]=[CH:30][CH:29]=2)=[O:25])[CH2:11]1)(=[O:8])[C:2]1[CH:7]=[CH:6][CH:5]=[CH:4][CH:3]=1.Cl.C(O)(C)C>CO>[C:1]([O:9][C@H:10]1[CH2:15][C@@H:14]([OH:16])[CH2:13][N:12]([C:24]([O:26][CH2:27][C:28]2[CH:33]=[CH:32][CH:31]=[CH:30][CH:29]=2)=[O:25])[CH2:11]1)(=[O:8])[C:2]1[CH:3]=[CH:4][CH:5]=[CH:6][CH:7]=1. Starting materials: C(C=C)C=1CC(CC1)O ((RS)-3-(2-propenyl)-3-cyclopenten-1-ol), N1=CC=CC=C1 (pyridine), CC1([C@@H]([C@H]1C=C(C)C)C(=O)Cl)C ((1R)-trans-2,2-dimethyl-3-(2-methyl-1-propenyl)cyclopropanecarbonyl chloride). Reagents/catalysts: C(C)(C)(C)C1=C(C(=CC(=C1)C)C(C)(C)C)O (2,6-di-tert-butyl-4-methylphenol). Run in C1(=CC=CC=C1)C (toluene). Yields the product CC1([C@@H]([C@H]1C=C(C)C)C(=O)OC1CC(=CC1)CC=C)C ((RS)-3-(2-propenyl)-3-cyclopenten-1-yl (1R)-trans-2,2-dimethyl-3-(2-methyl-1-propenyl)cyclopropanecarboxylate). Yield: 65.6%. RXN SMILES: [CH2:1]([C:4]1[CH2:5][CH:6]([OH:9])[CH2:7][CH:8]=1)[CH:2]=[CH2:3].N1C=CC=CC=1.[CH3:16][C:17]1([CH3:27])[C@H:19]([CH:20]=[C:21]([CH3:23])[CH3:22])[C@H:18]1[C:24](Cl)=[O:25]>C(C1C=C(C)C=C(C(C)(C)C)C=1O)(C)(C)C.C1(C)C=CC=CC=1>[CH3:16][C:17]1([CH3:27])[C@H:19]([CH:20]=[C:21]([CH3:22])[CH3:23])[C@H:18]1[C:24]([O:9][CH:6]1[CH2:7][CH:8]=[C:4]([CH2:1][CH:2]=[CH2:3])[CH2:5]1)=[O:25]. Procedure: To a mixture of (RS)-3-(2-propenyl)-3-cyclopenten-1-ol (115 mg), 2,6-di-tert-butyl-4-methylphenol (5 mg), pyridine (5 mg) and toluene (5 ml), (1R)-trans-2,2-dimethyl-3-(2-methyl-1-propenyl)cyclopropanecarbonyl chloride (171 mg) was added under ice-cooling. The resulting reaction mixture was further allowed to react for 8 hours at room temperature. Then the reaction mixture was subjected to the same post-treatment as in Example 1 to afford 165 mg of (RS)-3-(2-propenyl)-3-cyclopenten-1-yl (1R)-tra... Starting materials: C(C)OC(CN(C(C1=C(C=CC(=C1)OCCCCCCCCCCCCCCCCCC)OCC1=CC=CC=C1)=O)CC(=O)OCC)=O (N-(2-ethoxy-2-oxoethyl)-N-[5-(octadecyloxy)-2-(phenylmethoxy)benzoyl]glycine ethyl ester), [OH-].[Na+] (NaOH). The solvent is CO (methanol). Product: C(=O)(O)CN(CC(=O)O)C(C1=C(C=CC(=C1)OCCCCCCCCCCCCCCCCCC)OCC1=CC=CC=C1)=O (N-(carboxymethyl)-N-[5-(octadecyloxy)-2-(phenylmethoxy)benzoyl]glycine). Yield: 95.8%. RXN SMILES: C([O:3][C:4](=[O:48])[CH2:5][N:6]([CH2:42][C:43]([O:45]CC)=[O:44])[C:7](=[O:41])[C:8]1[CH:13]=[C:12]([O:14][CH2:15][CH2:16][CH2:17][CH2:18][CH2:19][CH2:20][CH2:21][CH2:22][CH2:23][CH2:24][CH2:25][CH2:26][CH2:27][CH2:28][CH2:29][CH2:30][CH2:31][CH3:32])[CH:11]=[CH:10][C:9]=1[O:33][CH2:34][C:35]1[CH:40]=[CH:39][CH:38]=[CH:37][CH:36]=1)C.[OH-].[Na+]>CO>[C:43]([CH2:42][N:6]([C:7](=[O:41])[C:8]1[CH:13]=[C:12]([O:14][CH2:15][CH2:16][CH2:17][CH2:18][CH2:19][CH2:20][CH2:21][CH2:22][CH2:23][CH2:24][CH2:25][CH2:26][CH2:27][CH2:28][CH2:29][CH2:30][CH2:31][CH3:32])[CH:11]=[CH:10][C:9]=1[O:33][CH2:34][C:35]1[CH:36]=[CH:37][CH:38]=[CH:39][CH:40]=1)[CH2:5][C:4]([OH:48])=[O:3])([OH:45])=[O:44] |f:1.2|. Procedure details: A mixture of 6.6 g (9.9 mmol) of N-(2-ethoxy-2-oxoethyl)-N-[5-(octadecyloxy)-2-(phenylmethoxy)benzoyl]glycine ethyl ester and 25 ml (50 mmol) of 2N NaOH in 300 ml of methanol was stirred at reflux for 2 hours. The solvent was removed at reduced pressure, the residue was acidified and the product was extracted with ethyl acetate. The dried extract was concentrated to an oil which was treated with water and cooled in the refrigerator. The resultant solid was filtered, triturated with ether-hexane ... Starting materials: C1CCOC1, CC(C)OC(=O)c1ccc(C(O)(c2ccc3c(c2)c(-c2cccc(Cl)c2)cc(=O)n3C)c2cncn2C)cc1, [Li+], [OH-], O. Product: Cn1cncc1C(O)(c1ccc(C(=O)O)cc1)c1ccc2c(c1)c(-c1cccc(Cl)c1)cc(=O)n2C. As a reaction SMILES: [CH2:42]1[O:43][CH2:44][CH2:45][CH2:46]1.[Cl:1][c:2]1[cH:3][c:4](-[c:8]2[cH:9][c:10](=[O:39])[n:11]([CH3:38])[c:12]3[cH:13][cH:14][c:15]([C:18]([c:19]4[cH:20][cH:21][c:22]([C:23](=[O:24])[O:25][CH:26]([CH3:27])[CH3:28])[cH:29][cH:30]4)([c:31]4[cH:32][n:33][cH:34][n:35]4[CH3:36])[OH:37])[cH:16][c:17]23)[cH:5][cH:6][cH:7]1.[Li+:41].[OH-:40].[OH2:47]>>[Cl:1][c:2]1[cH:3][c:4](-[c:8]2[cH:9][c:10](=[O:39])[n:11]([CH3:38])[c:12]3[cH:13][cH:14][c:15]([C:18]([c:19]4[cH:20][cH:21][c:22]([C:23](=[O:24])[OH:25])[cH:29][cH:30]4)([c:31]4[cH:32][n:33][cH:34][n:35]4[CH3:36])[OH:37])[cH:16][c:17]23)[cH:5][cH:6][cH:7]1. Yields the product CCOC(=O)C=Cc1csc(-c2ccc(OC)c(C(C)(C)C)c2)c1. Starting materials: COc1ccc(-c2cc(C=O)cs2)cc1C(C)(C)C, [CH2]C, CCOC(=O)CP(=O)(OCC)OCC. As a reaction SMILES: [C:1]([CH3:2])([CH3:3])([CH3:4])[c:5]1[cH:6][c:7](-[c:13]2[s:14][cH:15][c:16]([CH:18]=[O:19])[cH:17]2)[cH:8][cH:9][c:10]1[O:11][CH3:12].[CH2:34][CH3:35].[CH3:20][CH2:21][O:22][C:23](=[O:24])[CH2:25][P:26]([O:27][CH2:28][CH3:29])([O:30][CH2:31][CH3:32])=[O:33]>>[C:1]([CH3:2])([CH3:3])([CH3:4])[c:5]1[cH:6][c:7](-[c:13]2[s:14][cH:15][c:16]([CH:18]=[CH:25][C:23]([O:22][CH2:21][CH3:20])=[O:24])[cH:17]2)[cH:8][cH:9][c:10]1[O:11][CH3:12].